Dataset: the Open Reaction Database (ORD), a public repository of structured organic reaction records. Task: describe an organic reaction: reactants, conditions, products, and yield Procedure: The product of Example 59, and serinol were reacted by the procedure of Example 60 to afford the title compound 4-(4-fluoro-2-methyl-phenyl)-8-(2-fluoro-phenyl)-2-(2-hydroxy-1-hydroxymethyl-ethylamino)-8H-pyrido[2,3-d]pyrimidin-7-one. 1H-NMR: δ 2.24 (s, 3H), 2.68 (br s, 2H), 3.42 (m, 1H), 3.61 (m, 4H), 6.30 (br s, 1H), 6.38 (d, 1H, J=9.7 Hz), 7.02 (m, 2H), 7.27 (m, 5H), 7.46 (m, 1H), LC MS (m/e)=439 (MH+). RXN SMILES: [F:1][C:2]1[CH:7]=[CH:6][C:5]([C:8]2[C:9]3[CH:21]=[CH:20][C:19](=[O:22])[N:18]([C:23]4[CH:28]=[CH:27][CH:26]=[CH:25][C:24]=4[F:29])[C:10]=3[N:11]=[C:12](S(C)(=O)=O)[N:13]=2)=[C:4]([CH3:30])[CH:3]=1.[NH2:31][CH:32]([CH2:35][OH:36])[CH2:33][OH:34]>>[F:1][C:2]1[CH:7]=[CH:6][C:5]([C:8]2[C:9]3[CH:21]=[CH:20][C:19](=[O:22])[N:18]([C:23]4[CH:28]=[CH:27][CH:26]=[CH:25][C:24]=4[F:29])[C:10]=3[N:11]=[C:12]([NH:31][CH:32]([CH2:35][OH:36])[CH2:33][OH:34])[N:13]=2)=[C:4]([CH3:30])[CH:3]=1. Product: FC1=CC(=C(C=C1)C=1C2=C(N=C(N1)NC(CO)CO)N(C(C=C2)=O)C2=C(C=CC=C2)F)C (4-(4-fluoro-2-methyl-phenyl)-8-(2-fluoro-phenyl)-2-(2-hydroxy-1-hydroxymethyl-ethylamino)-8H-pyrido[2,3-d]pyrimidin-7-one). Reactants: FC1=CC(=C(C=C1)C=1C2=C(N=C(N1)S(=O)(=O)C)N(C(C=C2)=O)C2=C(C=CC=C2)F)C (4-(4-fluoro-2-methyl-phenyl)-8-(2-fluoro-phenyl)-2-methanesulfonyl-8H-pyrido[2,3-d]pyrimidin-7-one), NC(CO)CO (serinol). Reactants: C(#N)C=1C=C2C=NNC2=CC1 (5-Cyanoindazole), P(=O)(O)([O-])[O-] (hydrogen phosphate). Reagents/catalysts: [Ni].O (raney nickel water). Solvent: O (water), C(C)(=O)O (acetic acid), N1=CC=CC=C1 (pyridine). Conditions: temperature 50 celsius, time 18 hour. Yields the product N1N=CC2=CC(=CC=C12)C=O (1H-indazole-5-carbaldehyde). The yield is 99.6%. RXN SMILES: [C:1]([C:3]1[CH:4]=[C:5]2[C:9](=[CH:10][CH:11]=1)[NH:8][N:7]=[CH:6]2)#N.P([O-])([O-])(O)=[O:13]>O.C(O)(=O)C.N1C=CC=CC=1.[Ni].O>[NH:8]1[C:9]2[C:5](=[CH:4][C:3]([CH:1]=[O:13])=[CH:11][CH:10]=2)[CH:6]=[N:7]1 |f:5.6|. Procedure details: 5-Cyanoindazole (2.32 g) [Hailey etc Synthetic communications, (1997), 27 (7), 1199-1207] was dissolved in a mixture of water (16.7 ml ), glacial acetic acid (16.7 ml ) and pyridine (33.4 ml) under a atmosphere of nitrogen. Sodiun hydrogen phosphate (4.64 g) was added to the mixture followed by raney nickel/ water (2 g/ml). The reaction mixture was heated to 50° C. for 5 hrs and then allowed to cool to room temperature and stirred for 18 hrs. The catalyst was then filtered off and washed with py... The reactants are NC=1C(=NOC1C1=CC=C(C=C1)C1=CC=C(C=C1)C1(CC1)C(=O)NS(=O)(=O)C)C (N-{1-[4′-(4-Amino-3-methyl-isoxazol-5-yl)-biphenyl-4-yl]-cyclopropanecarbonyl}-methanesulfonamide), C=1C=CC(=CC1)P(C=2C=CC=CC2)C3=CC=C4C=CC=CC4=C3C5=C6C=CC=CC6=CC=C5P(C=7C=CC=CC7)C=8C=CC=CC8 (BINAP), BrC1=NC(=CC=C1)C1=CC=CC=C1 (2-bromo-6-phenylpyridine), C([O-])([O-])=O.[K+].[K+] (potassium carbonate). Reagents/catalysts: C(C)(=O)[O-].[Pd+2].C(C)(=O)[O-] (Palladium(II)acetate). The solvent is C1CCOC1 (THF). Conditions: temperature 65 celsius, time 10 minute. The product is CC1=NOC(=C1NC1=NC(=CC=C1)C1=CC=CC=C1)C1=CC=C(C=C1)C1=CC=C(C=C1)C1(CC1)C(=O)NS(=O)(=O)C (N-(1-{4′-[3-Methyl-4-(6-phenyl-pyridin-2-ylamino)-isoxazol-5-yl]-biphenyl-4-yl}-cyclopropanecarbonyl)-methanesulfonamide). Reaction SMILES: [NH2:1][C:2]1[C:3]([CH3:29])=[N:4][O:5][C:6]=1[C:7]1[CH:12]=[CH:11][C:10]([C:13]2[CH:18]=[CH:17][C:16]([C:19]3([C:22]([NH:24][S:25]([CH3:28])(=[O:27])=[O:26])=[O:23])[CH2:21][CH2:20]3)=[CH:15][CH:14]=2)=[CH:9][CH:8]=1.Br[C:31]1[CH:36]=[CH:35][CH:34]=[C:33]([C:37]2[CH:42]=[CH:41][CH:40]=[CH:39][CH:38]=2)[N:32]=1.C(=O)([O-])[O-].[K+].[K+].C1C=CC(P(C2C(C3C(P(C4C=CC=CC=4)C4C=CC=CC=4)=CC=C4C=3C=CC=C4)=C3C(C=CC=C3)=CC=2)C2C=CC=CC=2)=CC=1>C1COCC1.C([O-])(=O)C.[Pd+2].C([O-])(=O)C>[CH3:29][C:3]1[C:2]([NH:1][C:31]2[CH:36]=[CH:35][CH:34]=[C:33]([C:37]3[CH:38]=[CH:39][CH:40]=[CH:41][CH:42]=3)[N:32]=2)=[C:6]([C:7]2[CH:8]=[CH:9][C:10]([C:13]3[CH:14]=[CH:15][C:16]([C:19]4([C:22]([NH:24][S:25]([CH3:28])(=[O:27])=[O:26])=[O:23])[CH2:21][CH2:20]4)=[CH:17][CH:18]=3)=[CH:11][CH:12]=2)[O:5][N:4]=1 |f:2.3.4,7.8.9|. Reported procedure: N-{1-[4′-(4-Amino-3-methyl-isoxazol-5-yl)-biphenyl-4-yl]-cyclopropanecarbonyl}-methanesulfonamide (0.103 g, 0.25 mmol), 2-bromo-6-phenylpyridine (0.059 g, 0.25 mmol), potassium carbonate (0.243 g, 0.75 mmol), and BINAP (15 mg, 0.025 mmol) were combined in THF (10 mL) and the solution was degassed with N2 for 10 minutes. Palladium(II)acetate (0.003 g, 0.0125 mmol) was added and degassing was continued for 10 minutes. The reaction mixture was sealed and heated at 65° C. overnight then poured into ... Reactants: O=C([O-])O, CCn1nc(C#N)cc1-c1cn(C(C)C)c2cc([N+](=O)[O-])ccc12, CCOC(C)=O, [Na+], CN(C)C=O, O, O, Cl[Sn]Cl. Yields the product CCn1nc(C#N)cc1-c1cn(C(C)C)c2cc(N)ccc12. RXN SMILES: [C:30](=[O:31])([OH:32])[O-:33].[CH2:1]([CH3:2])[n:3]1[n:4][c:5]([C:23]#[N:24])[cH:6][c:7]1-[c:8]1[cH:9][n:10]([CH:20]([CH3:21])[CH3:22])[c:11]2[cH:12][c:13]([N+:17]([O-:18])=[O:19])[cH:14][cH:15][c:16]12.[CH3:40][CH2:41][O:42][C:43](=[O:44])[CH3:45].[Na+:34].[O:35]=[CH:36][N:37]([CH3:38])[CH3:39].[OH2:25].[OH2:26].[Sn:27]([Cl:28])[Cl:29]>>[CH2:1]([CH3:2])[n:3]1[n:4][c:5]([C:23]#[N:24])[cH:6][c:7]1-[c:8]1[cH:9][n:10]([CH:20]([CH3:21])[CH3:22])[c:11]2[cH:12][c:13]([NH2:17])[cH:14][cH:15][c:16]12. The reactants are CCOC(=O)C(=O)CC(C)(C)c1cccc(C(C)C)c1OC, CCCC[N+](CCCC)(CCCC)CCCC, [F-], C[Si](C)(C)C(F)(F)F, C1CCOC1, O, O, O, [SiH3]O[SiH3]. Yields the product CCOC(=O)C(O)(CC(C)(C)c1cccc(C(C)C)c1OC)C(F)(F)F. As a reaction SMILES: [CH2:1]([CH3:2])[O:3][C:4]([C:5]([CH2:6][C:7]([CH3:8])([CH3:9])[c:10]1[c:11]([O:19][CH3:20])[c:12]([CH:16]([CH3:17])[CH3:18])[cH:13][cH:14][cH:15]1)=[O:21])=[O:22].[CH2:35]([N+:36]([CH2:37][CH2:38][CH2:39][CH3:40])([CH2:41][CH2:42][CH2:43][CH3:44])[CH2:45][CH2:46][CH2:47][CH3:48])[CH2:49][CH2:50][CH3:51].[F-:34].[F:23][C:24]([F:25])([F:26])[Si:27]([CH3:28])([CH3:29])[CH3:30].[O:55]1[CH2:56][CH2:57][CH2:58][CH2:59]1.[OH2:31].[OH2:32].[OH2:33].[SiH3:52][O:53][SiH3:54]>>[CH2:1]([CH3:2])[O:3][C:4]([C:5]([CH2:6][C:7]([CH3:8])([CH3:9])[c:10]1[c:11]([O:19][CH3:20])[c:12]([CH:16]([CH3:17])[CH3:18])[cH:13][cH:14][cH:15]1)([OH:21])[C:24]([F:23])([F:25])[F:26])=[O:22]. The reactants are C(C)(C)(C)OC(C(C(C)=O)=O)=O (2,3-Dioxo-butyric acid tert-butyl ester), IC1=C(C(=NC=C1)OC)C=O (4-iodo-2-methoxy-pyridine-3-carbaldehyde), C(C)OC(=O)C=1NC(=NC1C)C=1C(=NC=CC1I)OC (2-(4-iodo-2-methoxy-pyridin-3-yl)-5-methyl-3H-imidazole-4-carboxylic acid ethyl ester). Yields the product IC1=C(C(=NC=C1)OC)C=1NC(=C(N1)C)C(=O)OC(C)(C)C (tert-Butyl 2-(4-iodo-2-methoxypyridin-3-yl)-4-methyl-1H-imidazole-5-carboxylate). Yield: 47.0%. Reaction SMILES: [C:1]([O:5][C:6](=[O:12])[C:7](=O)[C:8](=O)[CH3:9])([CH3:4])([CH3:3])[CH3:2].IC1C=CN=C(OC)C=1C=O.C(OC(C1[NH:30][C:31]([C:35]2[C:36]([O:42][CH3:43])=[N:37][CH:38]=[CH:39][C:40]=2[I:41])=[N:32]C=1C)=O)C>>[I:41][C:40]1[CH:39]=[CH:38][N:37]=[C:36]([O:42][CH3:43])[C:35]=1[C:31]1[NH:30][C:7]([C:6]([O:5][C:1]([CH3:4])([CH3:3])[CH3:2])=[O:12])=[C:8]([CH3:9])[N:32]=1. Procedure: 2,3-Dioxo-butyric acid tert-butyl ester (0.293 g, 1.54 mmol) and 4-iodo-2-methoxy-pyridine-3-carbaldehyde (0.405 g, 1.54 mmol) were reacted as described for the synthesis of 2-(4-iodo-2-methoxy-pyridin-3-yl)-5-methyl-3H-imidazole-4-carboxylic acid ethyl ester to give the title material (0.303 g, 47%). 1H NMR (400 MHz, DMSO-d6) δ (ppm) 1.58 (s, 9H) 2.46 (s, 3H) 3.85 (s, 3H) 7.64 (d, J=5.31 Hz, 1H) 8.00 (d, J=5.31 Hz, 1H). Starting materials: resultant mixture, CC1=CC=C(S1)C(C)=NC1=C(C=CC=C1)C(F)(F)F (N-[1-(5-Methyl-2-thienyl)ethylidene]-2-(trifluoromethyl)aniline), CN(CCN)C (N,N-dimethylethylenediamine), C(CCC)[Li] (n-butyllithium). Run in CCOCC (ether), CCOCC (ether), hexanes. Run at temperature -10 celsius, time 45 minute. The product is CN(CCNC1=CC(=NC2=CC=CC=C12)C=1SC(=CC1)C)C (N-[2-(dimethylamino)ethyl]-2-(5-methYl-2-thienyl)-4-quinolinamine). Yield: 82.0%. RXN SMILES: [CH3:1][N:2]([CH3:6])[CH2:3][CH2:4][NH2:5].C([Li])CCC.[CH3:12][C:13]1[S:17][C:16]([C:18](=[N:20][C:21]2[CH:26]=[CH:25][CH:24]=[CH:23][C:22]=2[C:27](F)(F)F)[CH3:19])=[CH:15][CH:14]=1>CCOCC>[CH3:1][N:2]([CH3:6])[CH2:3][CH2:4][NH:5][C:27]1[C:22]2[C:21](=[CH:26][CH:25]=[CH:24][CH:23]=2)[N:20]=[C:18]([C:16]2[S:17][C:13]([CH3:12])=[CH:14][CH:15]=2)[CH:19]=1. Procedure: A solution of N,N-dimethylethylenediamine (0.66 ml, 6.0 mmol) in ether (15 mL) was treated with a commercial solution of n-butyllithium (6.0 mmol) in hexanes at -10° C., and the resultant mixture was stirred at -10° C. for 20 minutes before treatment with a solution of ketimine 12q (0.42 g, 1.5 mmol) in ether (5 mL). The mixture was stirred at -10° C. for an additional 45 minutes, and then quenched with water (0.5 mL). The organic layer was concentrated on a rotary evaporator to give a crystalli... Reactants: OC=1C2=C(SC1C1=CC=CC=C1)C=NC=C2 (3-hydroxy-2-phenyl-6-azabenzo[b]thiophene), [H-].[Na+] (sodium hydride), COCCl (chloromethyl methyl ether). Run in O1CCCC1 (tetrahydrofuran). Run at time 2 hour. Yields the product COCOC=1C2=C(SC1C1=CC=CC=C1)C=NC=C2 (3-Methoxymethoxy-2-phenyl-6-azabenzo[b]thiophene). Yield: 92.1%. RXN SMILES: [OH:1][C:2]1[C:3]2[CH:16]=[CH:15][N:14]=[CH:13][C:4]=2[S:5][C:6]=1[C:7]1[CH:12]=[CH:11][CH:10]=[CH:9][CH:8]=1.[H-].[Na+].[CH3:19][O:20][CH2:21]Cl>O1CCCC1>[CH3:19][O:20][CH2:21][O:1][C:2]1[C:3]2[CH:16]=[CH:15][N:14]=[CH:13][C:4]=2[S:5][C:6]=1[C:7]1[CH:8]=[CH:9][CH:10]=[CH:11][CH:12]=1 |f:1.2|. Reported procedure: A solution of 1.1 g (4.8 mmol) 3-hydroxy-2-phenyl-6-azabenzo[b]thiophene and 0.116 g (4.8 mmol) of sodium hydride in 15 mL of tetrahydrofuran was stirred at room temperature for 15 minutes. Then 0.37 mL (5.0 mmol) of chloromethyl methyl ether was added and the solution was stirred at room temperature for 2 hours. The solution was partitioned between ether and water and the ether extract was concentrated to afford 1.2 g (92%) of white crystalline material, m.p. 55-56° C. The reactants are C=O (Paraformaldehyde), ClCC(=O)NC1=C(C(=O)C2=CC=CC=C2)C=CC=C1 (2-Chloroacetamido-benzophenone), N (ammonia), N (ammonia), N (ammonia). Solvent: CO (Methanol). Product: C1(=CC=CC=C1)C1=NCC(NC2=C1C=CC=C2)=O (1,3-dihydro-5-phenyl-2H-1,4-benzodiazepin-2-one). Yield: 84.7%. RXN SMILES: C=O.[NH3:3].Cl[CH2:5][C:6]([NH:8][C:9]1[CH:22]=[CH:21][CH:20]=[CH:19][C:10]=1[C:11]([C:13]1[CH:18]=[CH:17][CH:16]=[CH:15][CH:14]=1)=O)=[O:7]>CO>[C:13]1([C:11]2[C:10]3[CH:19]=[CH:20][CH:21]=[CH:22][C:9]=3[NH:8][C:6](=[O:7])[CH2:5][N:3]=2)[CH:18]=[CH:17][CH:16]=[CH:15][CH:14]=1. Procedure details: Paraformaldehyde (200 g., 91% flake) is placed in a stirred reactor equipped with a reflux condenser, decanter, and ammonia addition tube. Methanol (575 mls.) is added and then gaseous ammonia below the surface of the reaction mixture. 2-Chloroacetamido-benzophenone (273.7 g.) is then added. With a slow, continuous flow of ammonia to the reaction zone, the mixture is heated at reflux for 5 hours. The crystal slurry obtained is distilled to recover the methanol. Toluene (1350 mls.) is now added t...